Dataset: the Open Reaction Database (ORD), a public repository of structured organic reaction records. Task: describe an organic reaction: reactants, conditions, products, and yield Starting materials: N([C@@H](CC(C)C)C(=O)O)C(=O)OC(C)(C)C.O (Boc-Leu-OH.H2O). Run in C1(=CC=CC=C1)C (toluene). Reaction conditions: time 8 hour. Yields the product C(=O)(OC(C)(C)C)N[C@@H](CC(C)C)C(=O)O (Boc-leucine). As a reaction SMILES: [NH:1]([C:10]([O:12][C:13]([CH3:16])([CH3:15])[CH3:14])=[O:11])[C@H:2]([C:7]([OH:9])=[O:8])[CH2:3][CH:4]([CH3:6])[CH3:5].O>C1(C)C=CC=CC=1>[C:10]([NH:1][C@H:2]([C:7]([OH:9])=[O:8])[CH2:3][CH:4]([CH3:5])[CH3:6])([O:12][C:13]([CH3:15])([CH3:14])[CH3:16])=[O:11] |f:0.1|. Reported procedure: 5 g of Boc-Leu-OH.H2O and 100 ml of toluene are mixed in a 500 ml round-bottomed flask with a ground glass neck, and azeotropic evaporation of the water is then carried out twice in succession in a rotary evaporator. The dehydrated product, in the form of an oil, is left overnight in a desiccator over phosphorus pentoxide. Reactants: Cl.O(C)N (methoxylamine hydrochloride), resultant solution, OCC1(CC(C1)(OC)OC)CO (3.3-Bis(hydroxymethyl)-1,1-dimethoxycyclobutane), Cl (hydrochloric acid), [OH-] (hydroxide), [Si](C)(C)(C(C)(C)C)Cl (t-Butyldimethylsilyl chloride). Solvent: C1CCOC1 (THF), N1=CC=CC=C1 (pyridine). Reaction conditions: time 0.5 hour. Yields the product CON=C1CC(C1)(CO[Si](C)(C)C(C)(C)C)CO[Si](C)(C)C(C)(C)C (3,3-Bis(((1,1-dimethylethyl)dimethylsilyl)oxymethyl)cyclobutanone-O-methyl oxime). Yield: 19.7%. Reaction SMILES: [OH:1][CH2:2][C:3]1([CH2:11][OH:12])[CH2:6][C:5](OC)(OC)[CH2:4]1.Cl.[OH-].Cl.[O:16]([NH2:18])[CH3:17].[Si:19](Cl)([C:22]([CH3:25])([CH3:24])[CH3:23])([CH3:21])[CH3:20]>N1C=CC=CC=1.C1COCC1>[CH3:17][O:16][N:18]=[C:5]1[CH2:4][C:3]([CH2:2][O:1][Si:19]([C:22]([CH3:25])([CH3:24])[CH3:23])([CH3:21])[CH3:20])([CH2:11][O:12][Si:19]([C:22]([CH3:25])([CH3:24])[CH3:23])([CH3:21])[CH3:20])[CH2:6]1 |f:3.4|. Reported procedure: 3,3-Bis(hydroxymethyl)-1,1-dimethoxycyclobutane (1.35 g, 7.65 mmol) from Step A and 3.8 mL of 2M aqueous hydrochloric acid solution were added to 60 mL of THF and the reaction mixture was stirred at ambient temperature for 0.5 h, under a nitrogen atmosphere. The reaction mixture was neutralized by the addition of a strongly basic hydroxide resin then filtered and concentrated in vacuo. The residue was washed with THF and dissolved in 30 mL of anhydrous pyridine. To this solution was added 767 mg... RXN SMILES: C(OOC(=O)C1C=CC=CC=1)(=O)C1C=CC=CC=1.[CH3:19][O:20][C:21](=[O:30])[C:22]1C=[CH:26][C:25]([CH3:28])=[C:24](Cl)[CH:23]=1.[Br:31]N1C(=O)CCC1=O.[C:39]([Cl:43])(Cl)(Cl)Cl>>[CH3:19][O:20][C:21](=[O:30])[C:22]1[CH:23]=[CH:24][C:25]([CH2:28][Br:31])=[CH:26][C:39]=1[Cl:43]. Procedure: Add benzoyl peroxide (308 mg, 1.27 mmol) to a mixture of methyl-3-chloro-4-metylbenzoate (4.7 g, 25.5 mmol) and N-bromosuccinimide (4.98 g, 28.00 mmol) in anhydrous carbon tetrachloride (100 mL). Reflux the reaction mixture for 4 hrs and cool to room temperature. Filter the reaction mixture and concentrate the filtrate to provide the title compound as a crude oil (7.6 g, 28.8 mmol). MS (m/z): 264 (M+1). The product is COC(C1=C(C=C(C=C1)CBr)Cl)=O (4-Bromomethyl-2-chloro-benzoic acid methyl ester), crude oil. The reactants are C(C1=CC=CC=C1)(=O)OOC(C1=CC=CC=C1)=O (benzoyl peroxide), COC(C1=CC(=C(C=C1)C)Cl)=O (methyl-3-chloro-4-metylbenzoate), BrN1C(CCC1=O)=O (N-bromosuccinimide), C(Cl)(Cl)(Cl)Cl (carbon tetrachloride). Reactants: C, CCCCCOc1c(OC)ccc2c(=O)n(CCc3ccc(OCc4ccccc4)cc3)ccc12, CCOC(C)=O, [H][H], [Pd]. The product is CCCCCOc1c(OC)ccc2c(=O)n(CCc3ccc(O)cc3)ccc12. RXN SMILES: [C:44].[CH2:1]([c:2]1[cH:3][cH:4][cH:5][cH:6][cH:7]1)[O:8][c:9]1[cH:10][cH:11][c:12]([CH2:15][CH2:16][n:17]2[c:18](=[O:35])[c:19]3[cH:20][cH:21][c:22]([O:33][CH3:34])[c:23]([O:27][CH2:28][CH2:29][CH2:30][CH2:31][CH3:32])[c:24]3[cH:25][cH:26]2)[cH:13][cH:14]1.[CH3:38][CH2:39][O:40][C:41](=[O:42])[CH3:43].[H:36][H:37].[Pd:45]>>[OH:8][c:9]1[cH:10][cH:11][c:12]([CH2:15][CH2:16][n:17]2[c:18](=[O:35])[c:19]3[cH:20][cH:21][c:22]([O:33][CH3:34])[c:23]([O:27][CH2:28][CH2:29][CH2:30][CH2:31][CH3:32])[c:24]3[cH:25][cH:26]2)[cH:13][cH:14]1. The reactants are ClC1=C(C=NN1COCC[Si](C)(C)C)[N+](=O)[O-] (5-chloro-4-nitro-1-((2-(trimethylsilyl)ethoxy)methyl)-1H-pyrazole), CC1CNCCC1 (3-methyl-piperidine). Run in C(CCC)O (n-butanol). Product: CC1CN(CCC1)C1=C(C=NN1COCC[Si](C)(C)C)[N+](=O)[O-] (3-methyl-1-(4-nitro-1-((2-(trimethylsilyl)ethoxy)methyl)-1H-pyrazol-5-yl)piperidine). Yield: 113.9%. Reaction SMILES: Cl[C:2]1[N:6]([CH2:7][O:8][CH2:9][CH2:10][Si:11]([CH3:14])([CH3:13])[CH3:12])[N:5]=[CH:4][C:3]=1[N+:15]([O-:17])=[O:16].[CH3:18][CH:19]1[CH2:24][CH2:23][CH2:22][NH:21][CH2:20]1>C(O)CCC>[CH3:18][CH:19]1[CH2:24][CH2:23][CH2:22][N:21]([C:2]2[N:6]([CH2:7][O:8][CH2:9][CH2:10][Si:11]([CH3:14])([CH3:13])[CH3:12])[N:5]=[CH:4][C:3]=2[N+:15]([O-:17])=[O:16])[CH2:20]1. Reported procedure: To a solution of 5-chloro-4-nitro-1-((2-(trimethylsilyl)ethoxy)methyl)-1H-pyrazole (348.3 mg, 1.254 mmol) in 1 mL n-butanol was added 3-methyl-piperidine (0.20 mL, 1.7 mmol). The reaction mixture was subjected to microwave irradiation at a temperature of 120° C. for 30 minutes. The solvent was evaporated in vacuo and the crude product purified via flash chromatography on silica gel (0 to 40% ethyl acetate in heptanes) to yield 486.5 mg of 3-methyl-1-(4-nitro-1-((2-(trimethylsilyl)ethoxy)methyl)-... As a reaction SMILES: [CH2:50]1[CH2:53][CH2:52][CH2:51][O:54]1.[CH3:1][C:2]([CH3:3])([CH3:4])[c:5]1[cH:6][cH:7][c:8]([CH2:20][O:21][c:22]2[cH:23][cH:24][c:25]([CH:28]([CH2:29][C:30](=[O:31])[N:32]3[CH:33]([CH2:34][c:35]4[cH:36][cH:37][cH:38][cH:39][cH:40]4)[CH2:41][O:42][C:43]3=[O:44])[c:45]3[n:46][o:47][cH:48][cH:49]3)[cH:26][cH:27]2)[cH:9][c:10]1-[c:11]1[c:12]([F:19])[cH:13][cH:14][c:15]([O:17][CH3:18])[cH:16]1.[Li+:58].[Na+:64].[Na+:65].[OH-:59].[OH2:55].[OH:56][OH:57].[S:60]([O-:61])([O-:62])=[O:63]>>[CH3:1][C:2]([CH3:3])([CH3:4])[c:5]1[cH:6][cH:7][c:8]([CH2:20][O:21][c:22]2[cH:23][cH:24][c:25]([CH:28]([CH2:29][C:30](=[O:31])[OH:54])[c:45]3[n:46][o:47][cH:48][cH:49]3)[cH:26][cH:27]2)[cH:9][c:10]1-[c:11]1[c:12]([F:19])[cH:13][cH:14][c:15]([O:17][CH3:18])[cH:16]1. Reactants: C1CCOC1, COc1ccc(F)c(-c2cc(COc3ccc(C(CC(=O)N4C(=O)OCC4Cc4ccccc4)c4ccon4)cc3)ccc2C(C)(C)C)c1, [Li+], [Na+], [Na+], [OH-], O, OO, O=S([O-])[O-]. Yields the product COc1ccc(F)c(-c2cc(COc3ccc(C(CC(=O)O)c4ccon4)cc3)ccc2C(C)(C)C)c1.